Dataset: the Open Reaction Database (ORD), a public repository of structured organic reaction records. Task: describe an organic reaction: reactants, conditions, products, and yield Reported procedure: To a solution of 2-ethyl-1-hexanol (65 mg, 0.5 mmol) in THF (15 mL) at room temperature was added NaH (60% oil suspension) (20 mg, 0.5 mmol) and after 10 minutes 2-(4-fluorophenyl)-4-tosyloxy-5-[4-(methylsulfonyl)phenyl]-3(2H)-pyridazinone (193 mg, 0.5 mmol) was added. The resulting mixture was stirred at room temperature for the next 2 hours. The mixture was quenched with 10% citric acid and extracted with ethyl acetate. The extract was washed with water, brine, dried with MgSO4, and purified b... As a reaction SMILES: [CH2:1]([CH:3]([CH2:6][CH2:7][CH2:8][CH3:9])[CH2:4][OH:5])[CH3:2].[H-].[Na+].[F:12][C:13]1[CH:18]=[CH:17][C:16]([N:19]2[C:24](=[O:25])[C:23](OS(C3C=CC(C)=CC=3)(=O)=O)=[C:22]([C:37]3[CH:42]=[CH:41][C:40]([S:43]([CH3:46])(=[O:45])=[O:44])=[CH:39][CH:38]=3)[CH:21]=[N:20]2)=[CH:15][CH:14]=1>C1COCC1>[F:12][C:13]1[CH:18]=[CH:17][C:16]([N:19]2[C:24](=[O:25])[C:23]([O:5][CH2:4][CH:3]([CH2:1][CH3:2])[CH2:6][CH2:7][CH2:8][CH3:9])=[C:22]([C:37]3[CH:42]=[CH:41][C:40]([S:43]([CH3:46])(=[O:44])=[O:45])=[CH:39][CH:38]=3)[CH:21]=[N:20]2)=[CH:15][CH:14]=1 |f:1.2|. The yield is 59.3%. Yields the product FC1=CC=C(C=C1)N1N=CC(=C(C1=O)OCC(CCCC)CC)C1=CC=C(C=C1)S(=O)(=O)C (2-(4-Fluorophenyl)-4-(2-ethyl-1-hexyloxy)-5-[4-(methylsulfonyl)phenyl]-3(2H)-pyridazinone). The reactants are C(C)C(CO)CCCC (2-ethyl-1-hexanol), [H-].[Na+] (NaH), FC1=CC=C(C=C1)N1N=CC(=C(C1=O)OS(=O)(=O)C1=CC=C(C)C=C1)C1=CC=C(C=C1)S(=O)(=O)C (2-(4-fluorophenyl)-4-tosyloxy-5-[4-(methylsulfonyl)phenyl]-3(2H)-pyridazinone). Conditions: time 2 hour. Solvent: C1CCOC1 (THF). Starting materials: O=C([O-])[O-], c1ccc(COCCC2CCC(C3CCCN3)CC2)cc1, Cc1ccccc1, CCOC(C)=O, O=Cc1cc2cc(F)c(F)cc2nc1Cl, Cl, [K+], [K+], O. The product is O=Cc1cc2cc(F)c(F)cc2nc1N1CCCC1C1CCC(CCOCc2ccccc2)CC1. Reaction SMILES: [C:37](=[O:38])([O-:39])[O-:40].[CH2:16]([c:17]1[cH:18][cH:19][cH:20][cH:21][cH:22]1)[O:23][CH2:24][CH2:25][CH:26]1[CH2:27][CH2:28][CH:29]([CH:32]2[NH:33][CH2:34][CH2:35][CH2:36]2)[CH2:30][CH2:31]1.[CH3:43][c:44]1[cH:45][cH:46][cH:47][cH:48][cH:49]1.[CH3:52][CH2:53][O:54][C:55](=[O:56])[CH3:57].[Cl:1][c:2]1[n:3][c:4]2[cH:5][c:6]([F:15])[c:7]([F:14])[cH:8][c:9]2[cH:10][c:11]1[CH:12]=[O:13].[ClH:51].[K+:41].[K+:42].[OH2:50]>>[c:2]1([N:33]2[CH:32]([CH:29]3[CH2:28][CH2:27][CH:26]([CH2:25][CH2:24][O:23][CH2:16][c:17]4[cH:18][cH:19][cH:20][cH:21][cH:22]4)[CH2:31][CH2:30]3)[CH2:36][CH2:35][CH2:34]2)[n:3][c:4]2[cH:5][c:6]([F:15])[c:7]([F:14])[cH:8][c:9]2[cH:10][c:11]1[CH:12]=[O:13]. Reactants: [Se](=O)=O (selenium dioxide), C1(=CC=CC=C1)C(=C)C (2-phenylpropene), CCCCCCCCCC (decane), C(C)(C)(C)O (tert-butylalcohol). Solvent: C(C)(=O)O (acetic acid), C(Cl)Cl (methylene chloride). Reaction conditions: time 30 minute. The product is OCC(=C)C1=CC=CC=C1 (3-hydroxy-2-phenylpropene). Isolated yield 59.0%. RXN SMILES: CC[CH2:3][CH2:4][CH2:5][CH2:6][CH2:7][CH2:8][CH2:9][CH3:10].[C:11]([OH:15])(C)(C)C.[Se](=O)=O.C1(C(C)=C)C=CC=CC=1>C(Cl)Cl.C(O)(=O)C>[OH:15][CH2:11][C:9]([C:8]1[CH:3]=[CH:4][CH:5]=[CH:6][CH:7]=1)=[CH2:10]. Procedure: A 12.5 ml of decane solution of 5 to 6 mol/L of per-tert-butylalcohol is diluted with 50 ml of methylene chloride, then 111 mg of selenium dioxide and 90.1 mg of an acetic acid were added thereto to react while stirring at room temperature for 30 min. Then, 6.5 ml of 2-phenylpropene was added to the reaction solution to react while stirring for 72 hours, followed by condensation under reduced pressure, and purification by silica gel column chromatography to obtain 3.98 g of 3-hydroxy-2-phenylpro...